From a dataset of the Open Reaction Database (ORD), a public repository of structured organic reaction records. describe an organic reaction: reactants, conditions, products, and yield Run at time 10 minute. Procedure details: 4.7 g of 1-cyclopropyl-6-fluoro-7-(4-t-butoxycarbonylpiperazin-1-yl)-3-(2-nitroacetyl)-1,4-dihydro-4-oxoquinoline obtained from Example 3 was dissolved in 20 ml of trifluoroacetic acid and then stirred for 10 minutes. The solvent was removed, and the solid formed after addition of 50 ml of acetone was filtered and then dried to obtain 4.25 g of the object compound The product is FC(C(=O)O)(F)F.C1(CC1)N1C=C(C(C2=CC(=C(C=C12)N1CCNCC1)F)=O)C(C[N+](=O)[O-])=O (1-cyclopropyl-6-fluoro-7-(piperazin-1-yl)-3-(2-nitroacetyl)-1,4-dihydro-4-oxoquinoline trifluoroacetate). Yield: 87.0%. RXN SMILES: [CH:1]1([N:4]2[C:13]3[C:8](=[CH:9][C:10]([F:27])=[C:11]([N:14]4[CH2:19][CH2:18][N:17](C(OC(C)(C)C)=O)[CH2:16][CH2:15]4)[CH:12]=3)[C:7](=[O:28])[C:6]([C:29](=[O:34])[CH2:30][N+:31]([O-:33])=[O:32])=[CH:5]2)[CH2:3][CH2:2]1.CC(C)=O.[F:39][C:40]([F:45])([F:44])[C:41]([OH:43])=[O:42]>>[F:39][C:40]([F:45])([F:44])[C:41]([OH:43])=[O:42].[CH:1]1([N:4]2[C:13]3[C:8](=[CH:9][C:10]([F:27])=[C:11]([N:14]4[CH2:19][CH2:18][NH:17][CH2:16][CH2:15]4)[CH:12]=3)[C:7](=[O:28])[C:6]([C:29](=[O:34])[CH2:30][N+:31]([O-:33])=[O:32])=[CH:5]2)[CH2:3][CH2:2]1 |f:3.4|. Reactants: C1(CC1)N1C=C(C(C2=CC(=C(C=C12)N1CCN(CC1)C(=O)OC(C)(C)C)F)=O)C(C[N+](=O)[O-])=O (1-cyclopropyl-6-fluoro-7-(4-t-butoxycarbonylpiperazin-1-yl)-3-(2-nitroacetyl)-1,4-dihydro-4-oxoquinoline), FC(C(=O)O)(F)F (trifluoroacetic acid), CC(=O)C (acetone). The reactants are NC1=CC=C(C=C1)O (4-aminophenol), C(C(=C)CC(=O)O)(=O)O (itaconic acid). The product is OC1=CC=C(C=C1)N1CC(CC1=O)C(=O)O ((RS)-1-(4-hydroxyphenyl)-5-oxo-pyrrolidine-3-carboxylic acid). Reaction SMILES: [NH2:1][C:2]1[CH:7]=[CH:6][C:5]([OH:8])=[CH:4][CH:3]=1.[C:9]([OH:17])(=[O:16])[C:10]([CH2:12][C:13](O)=[O:14])=[CH2:11]>>[OH:8][C:5]1[CH:6]=[CH:7][C:2]([N:1]2[C:13](=[O:14])[CH2:12][CH:10]([C:9]([OH:17])=[O:16])[CH2:11]2)=[CH:3][CH:4]=1. Reported procedure: A mixture of 2.355 mol of 4-aminophenol and 2.32 mol of itaconic acid was heated gradually: At 60° C., the powder started to become viscous, at 110–120° C. it became liquid and the colour turned to dark brown while the rest of solid material was also dissolved. The exothermic reaction started under boiling, and the temperature rose to 150° C. The sandy product was left to cool down to RT within 1–2 hours. The obtained crude (RS)-1-(4-hydroxyphenyl)-5-oxo-pyrrolidine-3-carboxylic acid was engaged...